This data is from the Open Reaction Database (ORD), a public repository of structured organic reaction records. The task is: describe an organic reaction: reactants, conditions, products, and yield Reactants: N1(CCNCC1)C1=NC=NC2=CC(=CC=C12)OCCC1NCCCC1 (4-piperazinyl-7-(2-piperidylethoxy)quinazoline), C(#N)C1=CC=C(C=C1)N=C=O (4-cyanophenylisocyanate). Run in CN(C)C=O (DMF), CN(C)C=O (DMF). Run at time 8 hour. Yields the product C(#N)C1=CC=C(C=C1)NC(=O)N1CCN(CC1)C1=NC=NC2=CC(=CC=C12)OCCC1NCCCC1 (N-(4-cyanophenyl){4-[7-(2-piperidylethoxy)quinazolin-4-yl]piperazinyl}carboxamide). Yield: 49.0%. RXN SMILES: [N:1]1([C:7]2[C:16]3[C:11](=[CH:12][C:13]([O:17][CH2:18][CH2:19][CH:20]4[CH2:25][CH2:24][CH2:23][CH2:22][NH:21]4)=[CH:14][CH:15]=3)[N:10]=[CH:9][N:8]=2)[CH2:6][CH2:5][NH:4][CH2:3][CH2:2]1.[C:26]([C:28]1[CH:33]=[CH:32][C:31]([N:34]=[C:35]=[O:36])=[CH:30][CH:29]=1)#[N:27]>CN(C=O)C>[C:26]([C:28]1[CH:29]=[CH:30][C:31]([NH:34][C:35]([N:4]2[CH2:3][CH2:2][N:1]([C:7]3[C:16]4[C:11](=[CH:12][C:13]([O:17][CH2:18][CH2:19][CH:20]5[CH2:25][CH2:24][CH2:23][CH2:22][NH:21]5)=[CH:14][CH:15]=4)[N:10]=[CH:9][N:8]=3)[CH2:6][CH2:5]2)=[O:36])=[CH:32][CH:33]=1)#[N:27]. Procedure: To DMF solution (2 mL) of 4-piperazinyl-7-(2-piperidylethoxy)quinazoline (from Example 1, Step E, 0.287 g, 0.84 mmol) added DMF solution (2 mL) of 4-cyanophenylisocyanate (0.181 g, 1.26 mmol) and the reaction was stirred at room temperature overnight. The solvent was evaporated and residue purified by RP-EHLC to afford desired product N-(4-cyanophenyl){4-[7-(2-piperidylethoxy)quinazolin-4-yl]piperazinyl}carboxamide as a white solid (200 mg, 50%). MS (ES) 487(M+H) Starting materials: Methyl 3-bromo-2-(4-t-butylaminosulfonylphenyl) azulene-1-carboxylate, C(C)(C)(C)NS(=O)(=O)C1=CC=C(C=C1)C1=C(C2=CC=CC=CC2=C1)C1=CC=CC=C1 (2-(4-t - butylaminosulfonylphenyl) -1-phenylazulene), BrN1C(CCC1=O)=O (N-bromosuccinimide). Reagents/catalysts: N(=NC(C#N)(C)C)C(C#N)(C)C (α,α'-azobis (isobutyronitrile)). RXN SMILES: C([NH:5][S:6]([C:9]1[CH:14]=[CH:13][C:12]([C:15]2[CH:24]=[C:23]3[C:17](=[CH:18][CH:19]=[CH:20][CH:21]=[CH:22]3)[C:16]=2[C:25]2[CH:30]=[CH:29][CH:28]=[CH:27][CH:26]=2)=[CH:11][CH:10]=1)(=[O:8])=[O:7])(C)(C)C.BrN1C(=O)CCC1=O>C(Cl)(Cl)(Cl)Cl.N(C(C)(C)C#N)=NC(C)(C)C#N>[C:25]1([C:16]2[C:17]3[C:23]([CH:22]=[CH:21][CH:20]=[CH:19][CH:18]=3)=[CH:24][C:15]=2[C:12]2[CH:13]=[CH:14][C:9]([S:6]([NH2:5])(=[O:7])=[O:8])=[CH:10][CH:11]=2)[CH:26]=[CH:27][CH:28]=[CH:29][CH:30]=1. Yield: 129.5%. The solvent is C(Cl)(Cl)(Cl)Cl (CCl4). Procedure details: Methyl 3-bromo-2-(4-t-butylaminosulfonylphenyl) azulene-1-carboxylate: To a solution of 2-(4-t - butylaminosulfonylphenyl) -1-phenylazulene (0.50 g) in CCl4 (20.0 ml) was added N-bromosuccinimide (0.25 g) and α,α'-azobis (isobutyronitrile) (0.01 g), and the reaction mixture was heated under reflux for 1 hr. The reaction mixture was filtered, and concentrated. The crude product was purified by SiO2 column chromatography (benzene/EtOAc, 20:1) to give the title compound (0.56 g) as violet crystals;... Product: C1(=CC=CC=C1)C1=C(C=C2C=CC=CC=C12)C1=CC=C(C=C1)S(=O)(=O)N (4-(1 -Phenylazulene-2-yl)phenylsulfonamide). Starting materials: COc1cc2c(cc1SC)CCN(C(C)=O)CC2, CC(C)c1ccccc1, ClC(Cl)Cl, Cl. The product is COc1cc2c(cc1SC(Cl)(Cl)Cl)CCN(C(C)=O)CC2. RXN SMILES: [C:1]([CH3:2])(=[O:3])[N:4]1[CH2:5][CH2:6][c:7]2[c:8]([cH:11][c:12]([O:17][CH3:18])[c:13]([S:15][CH3:16])[cH:14]2)[CH2:9][CH2:10]1.[CH3:19][CH:20]([c:21]1[cH:22][cH:23][cH:24][cH:25][cH:26]1)[CH3:27].[CH:29]([Cl:30])([Cl:31])[Cl:32].[Cl:28]>>[C:1]([CH3:2])(=[O:3])[N:4]1[CH2:5][CH2:6][c:7]2[c:8]([cH:11][c:12]([O:17][CH3:18])[c:13]([S:15][C:29]([Cl:30])([Cl:31])[Cl:32])[cH:14]2)[CH2:9][CH2:10]1. The reactants are C1(=CC=CC=C1)B(O)O (phenylboronic acid), CCOCC (Et2O), C(=O)([O-])[O-].[Na+].[Na+] (Na2CO3), IC1=C(C(=O)OC)C=C(C=C1)C (methyl 2-iodo-5-methylbenzoate). Reagents/catalysts: C=1C=CC(=CC1)[P](C=2C=CC=CC2)(C=3C=CC=CC3)[Pd]([P](C=4C=CC=CC4)(C=5C=CC=CC5)C=6C=CC=CC6)([P](C=7C=CC=CC7)(C=8C=CC=CC8)C=9C=CC=CC9)[P](C=1C=CC=CC1)(C=1C=CC=CC1)C=1C=CC=CC1 (Pd(PPh3)4). Solvent: CCO (EtOH), C1(=CC=CC=C1)C (toluene). Conditions: time 10 minute. Product: CC=1C=C(C(=CC1)C1=CC=CC=C1)C(=O)OC (methyl 4-methyl-[1,1′-biphenyl]-2-carboxylate). Reaction SMILES: I[C:2]1[CH:11]=[CH:10][C:9]([CH3:12])=[CH:8][C:3]=1[C:4]([O:6][CH3:7])=[O:5].[C:13]1(B(O)O)[CH:18]=[CH:17][CH:16]=[CH:15][CH:14]=1.C([O-])([O-])=O.[Na+].[Na+].CCOCC>C1(C)C=CC=CC=1.CCO.C1C=CC([P]([Pd]([P](C2C=CC=CC=2)(C2C=CC=CC=2)C2C=CC=CC=2)([P](C2C=CC=CC=2)(C2C=CC=CC=2)C2C=CC=CC=2)[P](C2C=CC=CC=2)(C2C=CC=CC=2)C2C=CC=CC=2)(C2C=CC=CC=2)C2C=CC=CC=2)=CC=1>[CH3:12][C:9]1[CH:8]=[C:3]([C:4]([O:6][CH3:7])=[O:5])[C:2]([C:13]2[CH:18]=[CH:17][CH:16]=[CH:15][CH:14]=2)=[CH:11][CH:10]=1 |f:2.3.4,^1:46,48,67,86|. Procedure details: Pd(PPh3)4 (523 mg, 0.45 mmol) was added to a rt solution of methyl 2-iodo-5-methylbenzoate in toluene (23 mL). After the solution was stirred for 10 min, a solution of phenylboronic acid (1.24 g, 9.96 mmol) in EtOH (10 mL) was added, followed by 2M aq. Na2CO3 (21 mL). The mixture was vigorously stirred and heated to reflux for 24 h. The rxn mixture was allowed to reach rt, then Et2O was added and the org. layer was separated and concentrated in vacuo. Purification by FC (Biotage SP1: EtOAc/hept ... Starting materials: C(=O)C(C(=O)OCC)CC1=CC(N(C=C1)CC1=CC=CC=C1)=O (ethyl α-formyl-β-(N-benzyl-2-oxo-4-pyridyl)propionate), C(C)(C)O (Isopropanol), [Na] (sodium), [N+](=O)([O-])NC(=N)N (nitroguanidine). Run in CO (methanol), O (water), CO (methanol), CO (methanol). Product: [N+](=O)([O-])NC1=NC=C(C(N1)=O)CC1=CC(N(C=C1)CC1=CC=CC=C1)=O (2-nitroamino-5-(1-benzyl-2-oxopyridin-4-ylmethyl)pyrimidin-4-one). The yield is 36.8%. RXN SMILES: [Na].[N+:2]([NH:5][C:6]([NH2:8])=[NH:7])([O-:4])=[O:3].[CH:9]([CH:11]([CH2:17][C:18]1[CH:23]=[CH:22][N:21]([CH2:24][C:25]2[CH:30]=[CH:29][CH:28]=[CH:27][CH:26]=2)[C:20](=[O:31])[CH:19]=1)[C:12](OCC)=O)=[O:10].C(O)(C)C>CO.O>[N+:2]([NH:5][C:6]1[NH:8][C:9](=[O:10])[C:11]([CH2:17][C:18]2[CH:23]=[CH:22][N:21]([CH2:24][C:25]3[CH:26]=[CH:27][CH:28]=[CH:29][CH:30]=3)[C:20](=[O:31])[CH:19]=2)=[CH:12][N:7]=1)([O-:4])=[O:3] |^1:0|. Procedure: To a stirred solution of sodium (2.76 g) in methanol (50 ml) was added nitroguanidine (11.10 g. containing 25% water) and methanol (10 ml). The mixture was refluxed for 45 minutes and then ethyl α-formyl-β-(N-benzyl-2-oxo-4-pyridyl)propionate (25.07 g) in methanol (90 ml) was added over one hour. The reaction mixture was refluxed for 24 hours, cooled and evaporated under reduced pressure to afford an oily residue which was dissolved in water (100 ml). The solution was extracted with chloroform (... Reactants: FC1(CCC1)C=1C=NC=CC1OCC(F)(F)F (3-(1-fluorocyclobutyl)-4-(2,2,2-trifluoroethoxy)pyridine), C1=CC(=CC(=C1)Cl)C(=O)OO (m-CPBA). Run in ClCCl (dichloromethane). Conditions: time 8 hour. Yields the product FC1(CCC1)C=1C=[N+](C=CC1OCC(F)(F)F)[O-] (3-(1-fluorocyclobutyl)-1-oxido-4-(2,2,2-trifluoroethoxy)pyridin-1-ium). The yield is 94.0%. RXN SMILES: [F:1][C:2]1([C:6]2[CH:7]=[N:8][CH:9]=[CH:10][C:11]=2[O:12][CH2:13][C:14]([F:17])([F:16])[F:15])[CH2:5][CH2:4][CH2:3]1.C1C=C(Cl)C=C(C(OO)=[O:26])C=1>ClCCl>[F:1][C:2]1([C:6]2[CH:7]=[N+:8]([O-:26])[CH:9]=[CH:10][C:11]=2[O:12][CH2:13][C:14]([F:15])([F:16])[F:17])[CH2:3][CH2:4][CH2:5]1. Procedure details: To a solution of 3-(1-fluorocyclobutyl)-4-(2,2,2-trifluoroethoxy)pyridine (example 127a, 1.68 g, 6.74 mmol) in dichloromethane (40 ml) was added m-CPBA (3.49 g, 10.1 mmol). The reaction mixture was stirred at room temperature overnight. The reaction mixture was transferred into a separatory funnel and extracted with a 2M aqueous solution of sodium carbonate. The organic phase was collected and the aqueous phase was back-extracted with dichloromethane. The combined organic phases were dried over ... Starting materials: CC(=O)OCCOC(=O)CC#N, Cc1ccccc1, CC(=O)[O-], CC(=O)O, [NH4+], O=C(c1ccccc1)c1ccccc1, O. Yields the product CC(=O)OCCOC(=O)C(C#N)=C(c1ccccc1)c1ccccc1. As a reaction SMILES: [C:22](#[N:23])[CH2:24][C:25](=[O:26])[O:27][CH2:28][CH2:29][O:30][C:31]([CH3:32])=[O:33].[CH3:1][c:2]1[cH:3][cH:4][cH:5][cH:6][cH:7]1.[CH3:35][C:36](=[O:37])[O-:38].[CH3:40][C:41](=[O:42])[OH:43].[NH4+:34].[O:8]=[C:9]([c:10]1[cH:11][cH:12][cH:13][cH:14][cH:15]1)[c:16]1[cH:17][cH:18][cH:19][cH:20][cH:21]1.[OH2:39]>>[C:9]([c:10]1[cH:11][cH:12][cH:13][cH:14][cH:15]1)([c:16]1[cH:17][cH:18][cH:19][cH:20][cH:21]1)=[C:24]([C:22]#[N:23])[C:25](=[O:26])[O:27][CH2:28][CH2:29][O:30][C:31]([CH3:32])=[O:33].